This data is from the Open Reaction Database (ORD), a public repository of structured organic reaction records. The task is: describe an organic reaction: reactants, conditions, products, and yield Reactants: ClCC(C(C(=O)NC1[C@@H]2N(C(=C(CS2)C)C(=S)O)C1=O)=NOCC(=O)OC)=O (7-[4-chloro-2-(methoxycarbonylmethoxyimino)-3-oxobutyramido]-3-methylthio-3-cephem-4-carboxylic acid), CNC(=S)N (N-methylthiourea), C(C)(=O)[O-].[Na+] (sodium acetate). Solvent: O (water), O1CCCC1 (tetrahydrofuran), O (Water). Run at time 2.5 hour. Yields the product CNC=1SC=C(N1)C(C(=O)NC1[C@@H]2N(C(=C(CS2)C)C(=S)O)C1=O)=NOCC(=O)OC (7-[2-(2-methylaminothiazol-4-yl)-2-(methoxycarbonylmethoxyimino)acetamido]-3-methylthio-3-cephem-4-carboxylic acid). Isolated yield 69.0%. Reaction SMILES: Cl[CH2:2][C:3](=O)[C:4](=[N:21][O:22][CH2:23][C:24]([O:26][CH3:27])=[O:25])[C:5]([NH:7][CH:8]1[C:19](=[O:20])[N:10]2[C:11]([C:16]([OH:18])=[S:17])=[C:12]([CH3:15])[CH2:13][S:14][C@H:9]12)=[O:6].[CH3:29][NH:30][C:31]([NH2:33])=[S:32].C([O-])(=O)C.[Na+]>O.O1CCCC1>[CH3:29][NH:30][C:31]1[S:32][CH:2]=[C:3]([C:4](=[N:21][O:22][CH2:23][C:24]([O:26][CH3:27])=[O:25])[C:5]([NH:7][CH:8]2[C:19](=[O:20])[N:10]3[C:11]([C:16]([OH:18])=[S:17])=[C:12]([CH3:15])[CH2:13][S:14][C@H:9]23)=[O:6])[N:33]=1 |f:2.3|. Procedure: A mixture of 7-[4-chloro-2-(methoxycarbonylmethoxyimino)-3-oxobutyramido]-3-methylthio-3-cephem-4-carboxylic acid (syn isomer) (4.3 g), N-methylthiourea (1.8 g) and sodium acetate (4.1 g) in water (20 ml) and tetrahydrofuran (40 ml) was stirred at 38° to 42° C. for 2.5 hours. Water (50 ml) was added to the reaction mixture and the resultant solution was washed with ethyl acetate. The separated aqueous layer was acidified to pH 2.3 with 10% hydrochloric acid and then extracted with ethyl acetate.... The reactants are FC(C=1C=CC(=NC1)O[C@@H]1C[C@@H]2CN([C@H]1C2)C(=O)OC(C)(C)C)(F)F ((1 S,4R,6R)-tert-butyl 6-((5-(trifluoromethyl)pyridin-2-yl)oxy)-2-azabicyclo[2.2.1]heptane-2-carboxylate), Cl (HCl). The solvent is CCOC(=O)C (EtOAc), O1CCOCC1 (dioxane). Run at time 2 hour. Product: FC(C=1C=CC(=NC1)O[C@@H]1C[C@@H]2CN[C@H]1C2)(F)F ((1S,4R,6R)-6-((5-(trifluoromethyl)pyridin-2-yl)oxy)-2-azabicyclo[2.2.1]heptane). Yield: 112.8%. RXN SMILES: [F:1][C:2]([F:25])([F:24])[C:3]1[CH:4]=[CH:5][C:6]([O:9][C@H:10]2[C@@H:15]3[CH2:16][C@@H:12]([CH2:13][N:14]3C(OC(C)(C)C)=O)[CH2:11]2)=[N:7][CH:8]=1.Cl>CCOC(C)=O.O1CCOCC1>[F:25][C:2]([F:1])([F:24])[C:3]1[CH:4]=[CH:5][C:6]([O:9][C@H:10]2[C@@H:15]3[CH2:16][C@@H:12]([CH2:13][NH:14]3)[CH2:11]2)=[N:7][CH:8]=1. Procedure details: xHCl. To the title compound of step A (622 mg, 1.74 mmol) in EtOAc (1 mL) was added 4M HCl in dioxane (10 mL). After 2 h, the reaction was concentrated to give the title compound of step B (507 mg) which was used without further purification. MS (ESI) mass calcd. for C12H13F3N2O, 258.1. m/z found 259.1 [M+H]+. Starting materials: O=C[C@@H](O)[C@H](O)[C@H](O)CO (arabinose), N[C@@H](CC1=CC=C(C=C1)O)C(=O)O (tyrosine), C(C(CO)(CO)N)O (Tris). Conditions: time 5 minute. Yields the product CCCCCCOC(=O)C(=C)C#N (pHCA). Reaction SMILES: O=C[C@H]([C@@H:5]([C@@H:7]([CH2:9][OH:10])O)O)O.N[C@H](C(O)=O)C[C:14]1[CH:19]=[CH:18][C:17]([OH:20])=[CH:16][CH:15]=1.C(O)[C:25]([NH2:30])(CO)CO>>[CH3:18][CH2:19][CH2:14][CH2:15][CH2:16][CH2:17][O:20][C:9]([C:7]([C:25]#[N:30])=[CH2:5])=[O:10]. Procedure: Overnight arabinose-induced cultures were harvested by centrifugation. The cells were resuspended in 50 mM Tris, pH 8.5. Four repeating cycles of 30 seconds sonicatation and 60 seconds rest were used to break open the cells. These samples were centrifuged to separate the soluble and insoluble fractions. The pellets were resuspended in 50 mM Tris, pH 8.5. The enzyme assay was then performed using UV grade cuvettes in a final volume of 1 mL. The assay buffer was the same 50 mM Tris at pH 8.5 used ... Reactants: ClCCl, O=S(=O)(OS(=O)(=O)C(F)(F)F)C(F)(F)F, CC(=O)n1ncc2cc(O)ccc21, c1ccncc1. The product is CC(=O)n1ncc2cc(OS(=O)(=O)C(F)(F)F)ccc21. Reaction SMILES: [Cl:35][CH2:36][Cl:37].[F:1][C:2]([F:3])([F:4])[S:5](=[O:6])(=[O:7])[O:8][S:9]([C:10]([F:11])([F:12])[F:13])(=[O:14])=[O:15].[OH:22][c:23]1[cH:24][c:25]2[cH:26][n:27][n:28]([C:32]([CH3:33])=[O:34])[c:29]2[cH:30][cH:31]1.[cH:16]1[cH:17][cH:18][n:19][cH:20][cH:21]1>>[F:1][C:2]([F:3])([F:4])[S:5](=[O:6])(=[O:7])[O:8][c:23]1[cH:24][c:25]2[cH:26][n:27][n:28]([C:32]([CH3:33])=[O:34])[c:29]2[cH:30][cH:31]1. The reactants are COc1c(Sc2ccccc2Cl)cccc1C(C)C(=O)O, CC(=O)OC(C)=O, I. Product: CC1C(=O)Oc2c(Sc3ccccc3Cl)cccc21. Reaction SMILES: [CH3:1][O:2][c:3]1[c:4]([CH:17]([C:18](=[O:19])[OH:20])[CH3:21])[cH:5][cH:6][cH:7][c:8]1[S:9][c:10]1[c:11]([Cl:16])[cH:12][cH:13][cH:14][cH:15]1.[CH3:22][C:23]([O:24][C:25](=[O:26])[CH3:27])=[O:28].[IH:29]>>[c:3]12[c:4]([cH:5][cH:6][cH:7][c:8]1[S:9][c:10]1[c:11]([Cl:16])[cH:12][cH:13][cH:14][cH:15]1)[CH:17]([CH3:21])[C:18](=[O:20])[O:19]2. Reactants: CC(C)Br, O=C([O-])[O-], [Cs+], [Cs+], CN(C)C=O, O=C1CCc2cc(O)ccc21. Yields the product CC(C)Oc1ccc2c(c1)CCC2=O. As a reaction SMILES: [Br:12][CH:13]([CH3:14])[CH3:15].[C:16](=[O:17])([O-:18])[O-:19].[Cs+:20].[Cs+:21].[O:22]=[CH:23][N:24]([CH3:25])[CH3:26].[OH:1][c:2]1[cH:3][c:4]2[c:8]([cH:9][cH:10]1)[C:7](=[O:11])[CH2:6][CH2:5]2>>[O:1]([c:2]1[cH:3][c:4]2[c:8]([cH:9][cH:10]1)[C:7](=[O:11])[CH2:6][CH2:5]2)[CH:13]([CH3:14])[CH3:15]. The reactants are CCOCC (ether), BrC(C(C#N)(C1=CC=CC=C1)C1=CC=CC=C1)CBr (3,4-dibromo-2,2-diphenylbutanenitrile), C(C)(C)(C)O[K] (tert-BuOK), [NH4+].[Cl-] (NH4Cl). Solvent: C1CCOC1 (THF), C1CCOC1 (THF). The product is C1(=CC=CC=C1)C(C#N)(C#C)C1=CC=CC=C1 (2,2-diphenyl-3-butynenitrile), oil. The yield is 93.0%. As a reaction SMILES: Br[CH:2]([CH2:18]Br)[C:3]([C:12]1[CH:17]=[CH:16][CH:15]=[CH:14][CH:13]=1)([C:6]1[CH:11]=[CH:10][CH:9]=[CH:8][CH:7]=1)[C:4]#[N:5].C(O[K])(C)(C)C.CCOCC.[NH4+].[Cl-]>C1COCC1>[C:12]1([C:3]([C:6]2[CH:7]=[CH:8][CH:9]=[CH:10][CH:11]=2)([C:2]#[CH:18])[C:4]#[N:5])[CH:13]=[CH:14][CH:15]=[CH:16][CH:17]=1 |f:3.4|. Reported procedure: A solution of 3,4-dibromo-2,2-diphenylbutanenitrile 45 (7.5 g, 19.8 mmol) in THF (50 ml) was added dropwise to a suspension of tert-BuOK (11.1 g, 99 mmol) in THF (250 ml) at −78° C. After 1 h30, the brown mixture was poured into a mixture of ether and a saturated aqueous NH4Cl solution. After separation, the organic phase was washed twice with water and finally with brine. Drying over MgSO4 and evaporation gave an brown-orange oil which was chromatographied over silica gel (CH2Cl2/Hexane 25/75)....